From a dataset of the Open Reaction Database (ORD), a public repository of structured organic reaction records. describe an organic reaction: reactants, conditions, products, and yield Reactants: C(C)OC(COC1=C(C=C(C=C1)SC1=CC(=CC(=C1)OC1=CC(=CC=C1)C(F)(F)F)Br)C)=O ({4-[3-Bromo-5-(3-trifluoromethyl-phenoxy)phenylsulfanyl]-2-methyl-phenoxy}-acetic acid ethyl ester), C(#C)C1=CC=C(C=C1)S(=O)(=O)C (1-Ethynyl-4-methanesulfonyl-benzene), C(C)OC(COC1=C(C=C(C=C1)SC1=CC(=CC(=C1)C#CC1=CC=C(C=C1)CO)OCCC1=CC=C(C=C1)Cl)C)=O ({4-[3-[2-(4-Chloro-phenyl)-ethoxy]-5-(4-hydroxymethyl-phenylethynyl)-phenylsulfanyl]-2-methyl-phenoxy}-acetic acid ethyl ester). The product is C(C)OC(COC1=C(C=C(C=C1)SC1=CC(=CC(=C1)OC1=CC(=CC=C1)C(F)(F)F)C#CC1=CC=C(C=C1)S(=O)(=O)C)C)=O ({4-[3-(4-Methanesulfonyl-phenylethynyl)-5-(3-trifluoromethyl-phenoxy)phenylsulfanyl]-2-methyl-phenoxy}-acetic Acid Ethyl Ester). As a reaction SMILES: [CH2:1]([O:3][C:4](=[O:33])[CH2:5][O:6][C:7]1[CH:12]=[CH:11][C:10]([S:13][C:14]2[CH:19]=[C:18]([O:20][C:21]3[CH:26]=[CH:25][CH:24]=[C:23]([C:27]([F:30])([F:29])[F:28])[CH:22]=3)[CH:17]=[C:16](Br)[CH:15]=2)=[CH:9][C:8]=1[CH3:32])[CH3:2].[C:34]([C:36]1[CH:41]=[CH:40][C:39]([S:42]([CH3:45])(=[O:44])=[O:43])=[CH:38][CH:37]=1)#[CH:35].C(OC(=O)COC1C=CC(SC2C=C(C#CC3C=CC(CO)=CC=3)C=C(OCCC3C=CC(Cl)=CC=3)C=2)=CC=1C)C>>[CH2:1]([O:3][C:4](=[O:33])[CH2:5][O:6][C:7]1[CH:12]=[CH:11][C:10]([S:13][C:14]2[CH:19]=[C:18]([O:20][C:21]3[CH:26]=[CH:25][CH:24]=[C:23]([C:27]([F:30])([F:29])[F:28])[CH:22]=3)[CH:17]=[C:16]([C:35]#[C:34][C:36]3[CH:37]=[CH:38][C:39]([S:42]([CH3:45])(=[O:44])=[O:43])=[CH:40][CH:41]=3)[CH:15]=2)=[CH:9][C:8]=1[CH3:32])[CH3:2]. Procedure: The title product was prepared from {4-[3-Bromo-5-(3-trifluoromethyl-phenoxy)phenylsulfanyl]-2-methyl-phenoxy}-acetic acid ethyl ester (230 mg; 0.43 mmol) and 1-Ethynyl-4-methanesulfonyl-benzene (229.7 mg; 1.28 mmol) applying the procedure described for {4-[3-[2-(4-Chloro-phenyl)-ethoxy]-5-(4-hydroxymethyl-phenylethynyl)-phenylsulfanyl]-2-methyl-phenoxy}-acetic acid ethyl ester. The crude product was purified by preparative HPLC (method A). Yield: 140 mg. HPLC-MS: m/z: 641.5 (M+H)+; Rt: 2.89 min Reactants: ClC1=C(OCC(=O)O)C=CC(=C1)Cl (2,4-dichlorophenoxyacetic acid), [C@@H]1([C@@H]([C@@H]([C@@H]([C@H]([C@@H]1O)O)O)O)O)O (inositol), CC1=C(C(=C(C=N1)CO)CO)O.Cl (pyridoxine HCl), C(C1=CN=CC=C1)(=O)O (nicotinic acid), CC1=C(SC=[N+]1CC=2C=NC(=NC2N)C)CCO.Cl (thiamine HCl), [C-]#[Si+] (carborundum). Reagents/catalysts: O[V](=O)(O)O (orthovanadate), [O-][V](=O)([O-])[O-].[Na+].[Na+].[Na+] (sodium orthovanadate), [O-][V](=O)=O.[Na+] (sodium metavanadate). Run in Cl (HCl). Product: C[C@@H]1CC[C@@]2([C@H]([C@H]3[C@@H](O2)C[C@@H]4[C@@]3(CC[C@H]5[C@H]4CC=C6[C@@]5(CC[C@@H](C6)O)C)C)C)OC1 (diosgenin). Isolated yield 0.1%. RXN SMILES: Cl[C:2]1[CH:12]=[C:11](Cl)[CH:10]=[CH:9][C:3]=1[O:4]CC(O)=O.[C:14]([OH:22])(=[O:21])[C:15]1[CH:20]=[CH:19][CH:18]=N[CH:16]=1.[CH3:23][C:24]1[N+](CC2C=NC(C)=NC=2N)=CS[C:25]=1[CH2:38][CH2:39]O.Cl.CC1N=[CH:47][C:46]([CH2:49]O)=[C:45]([CH2:51]O)C=1O.Cl.[C@@H:55]1(O)[C@@H:60](O)[C@H](O)[C@@H](O)[C@@H:57](O)[C@H:56]1O.[C-:67]#[Si+]>Cl.[O-][V]([O-])([O-])=O.[Na+].[Na+].[Na+].[O-][V](=O)=O.[Na+].O[V](O)(O)=O>[CH3:49][C@H:46]1[CH2:47][O:22][C@@:14]2([O:21][C@H:19]3[CH2:18][C@H:60]4[C@@H:55]5[CH2:56][CH:57]=[C:12]6[CH2:2][C@@H:3]([OH:4])[CH2:9][CH2:10][C@:11]6([CH3:67])[C@H:39]5[CH2:38][CH2:25][C@:24]4([CH3:23])[C@H:20]3[C@@H:15]2[CH3:16])[CH2:51][CH2:45]1 |f:2.3,4.5,9.10.11.12,13.14|. Procedure details: Dioscorea deltoides (Mexican yam) cells (about 300-400 mg. fresh weight per flask) were grown in the dark in suspension in a growth medium, as described by Murashige and Skook (Physiol. Plantarum 1962 15: 473), containing 0.1 mg./l. 2,4-dichlorophenoxyacetic acid, 1 mg./l. nicotinic acid, 10 mg./l. thiamine-HCl, 1 mg./l. pyridoxine-HCl and 100 mg./l. inositol, in 125 ml. Erlenmeyer flasks on a rotary shaker (100 rpm, 28° C.). The volume of growth medium per flask was 30 ml., which contained abou... Reactants: C(C)(=O)OC=O (Formic acetic anhydride), O1C(CCCC1)ON[C@H]([C@H](C(=O)O)CC1CCCCC1)CCC ((2R,3S)-3-(2-Tetrahydropyranyloxyamino)-2-(cyclohexylmethyl)hexanoic acid), Cl (hydrochloric acid). Run in N1=CC=CC=C1 (pyridine). Reaction conditions: time 6 hour. Yields the product C(=O)N([C@H]([C@H](C(=O)O)CC1CCCCC1)CCC)OC1OCCCC1 ((2R,3S)-3-(formyl-2-tetrahydropyranyloxyamino)-2-(cyclohexylmethyl)hexanoic acid). The yield is 99.9%. Reaction SMILES: [O:1]1[CH2:6][CH2:5][CH2:4][CH2:3][CH:2]1[O:7][NH:8][C@@H:9]([CH2:21][CH2:22][CH3:23])[C@@H:10]([CH2:14][CH:15]1[CH2:20][CH2:19][CH2:18][CH2:17][CH2:16]1)[C:11]([OH:13])=[O:12].[C:24](OC=O)(=[O:26])C.Cl>N1C=CC=CC=1>[CH:24]([N:8]([O:7][CH:2]1[CH2:3][CH2:4][CH2:5][CH2:6][O:1]1)[C@@H:9]([CH2:21][CH2:22][CH3:23])[C@@H:10]([CH2:14][CH:15]1[CH2:20][CH2:19][CH2:18][CH2:17][CH2:16]1)[C:11]([OH:13])=[O:12])=[O:26]. Procedure details: (2R,3S)-3-(2-Tetrahydropyranyloxyamino)-2-(cyclohexylmethyl)hexanoic acid (2.00 g, 6.11 mmol) is dissolved in 15 mL of pyridine. Formic acetic anhydride (1.08 mL, 12.2 mmol) is added at 25° C. The reaction is stirred for an additional 6 h and then is poured into 50 mL of cold 1 M hydrochloric acid. The organics are extracted with two 250-mL portions of dichloromethane. The combined organic phases are then washed with saturated aqueous sodium chloride, dried over sodium sulfate, and concentrated ... Solvent: CO (methanol). RXN SMILES: [CH3:1][C:2]([CH3:13])=[CH:3][CH:4]1[C:6]([CH3:8])([CH3:7])[CH:5]1[C:9]([O:11][CH3:12])=[O:10].[OH-].[K+]>CO>[CH3:1][C:2]([CH3:13])=[CH:3][C@H:4]1[C:6]([CH3:7])([CH3:8])[C@@H:5]1[C:9]([OH:11])=[O:10].[CH3:1][C:2]([CH3:13])=[CH:3][CH:4]1[C:6]([CH3:7])([CH3:8])[CH:5]1[C:9]([O:11][CH3:12])=[O:10] |f:1.2|. Procedure details: In a 100 ml volume four-necked flask, there were charged methyl chrysanthemate consisting of 40.0 % of the cis-isomer and 60.0 % of the trans-isomer (20.0 g; trans-isomer, 0.066 mol), a 10 % aqueous solution of potassium hydroxide (33 g; 0.059 mol) and methanol (20 g), and the mixture was stirred at 50°C for 4 hours as in Example 1. After the removal of methanol by distillation, the reaction mixture was treated as in Example 4 to give trans-chrysanthemic acid (9.4 g; trans-isomer, 83 %) and unre... Yields the product CC(=C[C@@H]1[C@H](C1(C)C)C(=O)O)C (trans-chrysanthemic acid), CC(=CC1C(C1(C)C)C(=O)OC)C (methyl chrysanthemate). Starting materials: CC(=CC1C(C1(C)C)C(=O)OC)C (methyl chrysanthemate), aqueous solution, [OH-].[K+] (potassium hydroxide). Yield: 83.0%. Run in C(C)O (ethanol). RXN SMILES: Cl[CH2:2][C:3]([C:5]1[CH:10]=[CH:9][C:8]([CH:11]([CH3:17])[C:12]([O:14][CH2:15][CH3:16])=[O:13])=[CH:7][CH:6]=1)=O.[NH2:18][C:19]1[CH:24]=[CH:23][CH:22]=[CH:21][N:20]=1.C(OC(C)C)(C)C>C(O)C>[N:18]1[C:3]([C:5]2[CH:10]=[CH:9][C:8]([CH:11]([CH3:17])[C:12]([O:14][CH2:15][CH3:16])=[O:13])=[CH:7][CH:6]=2)=[CH:2][N:20]2[CH:21]=[CH:22][CH:23]=[CH:24][C:19]=12. Yield: 40.5%. The reactants are ClCC(=O)C1=CC=C(C=C1)C(C(=O)OCC)C (ethyl 2-[4-(chloroacetyl)phenyl]propionate), NC1=NC=CC=C1 (2-aminopyridine), C(C)(C)OC(C)C (isopropyl ether). Yields the product N=1C(=CN2C1C=CC=C2)C2=CC=C(C=C2)C(C(=O)OCC)C (ethyl 2-[4-(imidazo[1,2-a]pyridin-2-yl)phenyl]propionate). Procedure: A mixture of 47 g of ethyl 2-[4-(chloroacetyl)phenyl]propionate, 100 ml of ethanol and 30 g of 2-aminopyridine is heated under reflux for 2 hours. The ethanol is distilled off under reduced pressure, and water is added to the residue. The mixture is extracted with benzene, and the extract is washed with water, dried and concentrated to give a reddish brown oil. To the oil is added isopropyl ether, and the crystalline precipitate is filtered off and recrystallized from isopropyl ether to give 22 ...